This data is from the Open Reaction Database (ORD), a public repository of structured organic reaction records. The task is: describe an organic reaction: reactants, conditions, products, and yield Reactants: O (Water), ClC1=NC=C(C(=N1)Cl)C(=O)OCC (ethyl 2,4-dichloropyrimidine-5-carboxylate), FC=1C=C(C=CC1N1C=NC=C1)N (3-fluoro-4-(1H-imidazol-1-yl)benzenamine), CCN(C(C)C)C(C)C (DIEA). Run at time 8 hour. Solvent: CCOC(=O)C (EtOAc), CC#N (CH3CN). Reported procedure: To a solution of ethyl 2,4-dichloropyrimidine-5-carboxylate (280 mg, 1.27 mmol) and 3-fluoro-4-(1H-imidazol-1-yl)benzenamine (230 mg, 1.30 mmol) in CH3CN (8 mL) at room temperature, DIEA (0.442 mL, 2.54 mmol) was added. The mixture was stirred at room temperature overnight. Water and EtOAc were added. The organic phase was separated, dried over Na2SO4, concentrated in vacuo to give ethyl 2-chloro-4-(3-fluoro-4-(1H-imidazol-1-yl)phenylamino)pyrimidine-5-carboxylate as a solid (383 mg). MS 362.4 a... Product: ClC1=NC=C(C(=N1)NC1=CC(=C(C=C1)N1C=NC=C1)F)C(=O)OCC (ethyl 2-chloro-4-(3-fluoro-4-(1H-imidazol-1-yl)phenylamino)pyrimidine-5-carboxylate). Isolated yield 83.4%. RXN SMILES: [Cl:1][C:2]1[N:7]=[C:6](Cl)[C:5]([C:9]([O:11][CH2:12][CH3:13])=[O:10])=[CH:4][N:3]=1.[F:14][C:15]1[CH:16]=[C:17]([NH2:26])[CH:18]=[CH:19][C:20]=1[N:21]1[CH:25]=[CH:24][N:23]=[CH:22]1.CCN(C(C)C)C(C)C.O>CC#N.CCOC(C)=O>[Cl:1][C:2]1[N:7]=[C:6]([NH:26][C:17]2[CH:18]=[CH:19][C:20]([N:21]3[CH:25]=[CH:24][N:23]=[CH:22]3)=[C:15]([F:14])[CH:16]=2)[C:5]([C:9]([O:11][CH2:12][CH3:13])=[O:10])=[CH:4][N:3]=1.